Dataset: the Open Reaction Database (ORD), a public repository of structured organic reaction records. Task: describe an organic reaction: reactants, conditions, products, and yield Starting materials: solid, BrC1=CC(=CC=2C=C3N(C12)CCCNC3=O)C#N (7-bromo-1-oxo-2,3,4,5-tetrahydro-[1,4]diazepino[1,2-a]indole-9-carbonitrile), BrC1=CC(=CC=2C=C3N(C12)CCCNC3=O)C#N (7-bromo-1-oxo-2,3,4,5-tetrahydro-[1,4]diazepino[1,2-a]indole-9-carbonitrile), C(#N)C1=CC=C(C=C1)B(O)O (4-cyanophenylboronic acid). Yields the product C(#N)C1=CC=C(C=C1)C1=CC(=CC=2C=C3N(C12)CCCNC3=O)C#N (7-(4-Cyanophenyl)-1-oxo-2,3,4,5-tetrahydro-[1,4]diazepino[1,2-a]indole-9-carbonitrile). As a reaction SMILES: Br[C:2]1[C:10]2[N:9]3[CH2:11][CH2:12][CH2:13][NH:14][C:15](=[O:16])[C:8]3=[CH:7][C:6]=2[CH:5]=[C:4]([C:17]#[N:18])[CH:3]=1.[C:19]([C:21]1[CH:26]=[CH:25][C:24](B(O)O)=[CH:23][CH:22]=1)#[N:20]>>[C:19]([C:21]1[CH:26]=[CH:25][C:24]([C:2]2[C:10]3[N:9]4[CH2:11][CH2:12][CH2:13][NH:14][C:15](=[O:16])[C:8]4=[CH:7][C:6]=3[CH:5]=[C:4]([C:17]#[N:18])[CH:3]=2)=[CH:23][CH:22]=1)#[N:20]. Reported procedure: The title compound, light grey solid (75 mg, 92%), MS (ISP) m/z=327.4 [(M+H)+], mp 257° C., was prepared in accordance with the general method of example 1 from 7-bromo-1-oxo-2,3,4,5-tetrahydro-[1,4]diazepino[1,2-a]indole-9-carbonitrile (intermediate 20) (76.0 mg, 0.25 mmol) and commercially available 4-cyanophenylboronic acid (47.8 mg, 0.325 mmol). Starting materials: ClCCl, OCCCc1ccc(CN2CCCC2)cc1, c1ccncc1. Product: O=CCCc1ccc(CN2CCCC2)cc1. RXN SMILES: [Cl:23][CH2:24][Cl:25].[N:7]1([CH2:12][c:13]2[cH:14][cH:15][c:16]([CH2:19][CH2:20][CH2:21][OH:22])[cH:17][cH:18]2)[CH2:8][CH2:9][CH2:10][CH2:11]1.[cH:1]1[cH:2][cH:3][n:4][cH:5][cH:6]1>>[N:7]1([CH2:12][c:13]2[cH:14][cH:15][c:16]([CH2:19][CH2:20][CH:21]=[O:22])[cH:17][cH:18]2)[CH2:8][CH2:9][CH2:10][CH2:11]1. The reactants are ClC(C(Cl)(Cl)Cl)(Cl)Cl (hexachloroethane), CN(S(=O)(=O)N1N=CC=C1)C (N-dimethylsulfamoylpyrazole), C(CCC)[Li] (n-butyl-lithium). The solvent is O1CCCC1 (tetrahydrofuran), O1CCCC1 (tetrahydrofuran), CCCCCC (hexane). Reaction conditions: temperature -78 celsius. The product is ClC1=NN(C=C1)S(=O)(=O)N(C)C (3-chloro-N,N-dimethyl-1H-pyrazole-1-sulfonamide), compound. RXN SMILES: [CH3:1][N:2]([CH3:11])[S:3]([N:6]1[CH:10]=[CH:9][CH:8]=[N:7]1)(=[O:5])=[O:4].C([Li])CCC.[Cl:17]C(Cl)(Cl)C(Cl)(Cl)Cl>O1CCCC1.CCCCCC>[Cl:17][C:8]1[CH:9]=[CH:10][N:6]([S:3]([N:2]([CH3:11])[CH3:1])(=[O:4])=[O:5])[N:7]=1. Procedure: To a solution of N-dimethylsulfamoylpyrazole (188.0 g, 1.07 mol) in dry tetrahydrofuran (1500 mL) at −78° C. was added dropwise a solution of 2.5 M n-butyl-lithium (472 mL, 1.18 mol) in hexane while maintaining the temperature below −65° C. Upon completion of the addition the reaction mixture was maintained at −78° C. for an additional 45 minutes, after which time a solution of hexachloroethane (279 g, 1.18 mol) in tetrahydrofuran (120 mL) was added dropwise. The reaction mixture was maintained ... Reactants: [I-].[K+] (potassium iodide), N(=O)[O-].[Na+] (sodium nitrite), C(C)(C)(C)C=1C=CC(=C(N)C1)OC (5-tert-butyl-2-methoxyaniline). Run in O (water), O (water), O (water). Run at temperature 5 celsius, time 15 minute. The product is C(C)(C)(C)C1=CC(=C(C=C1)OC)I (4-tert-Butyl-2-iodoanisole). Yield: 84.6%. As a reaction SMILES: N([O-])=O.[Na+].[C:5]([C:9]1[CH:10]=[CH:11][C:12]([O:16][CH3:17])=[C:13]([CH:15]=1)N)([CH3:8])([CH3:7])[CH3:6].[I-:18].[K+]>O>[C:5]([C:9]1[CH:10]=[CH:11][C:12]([O:16][CH3:17])=[C:13]([I:18])[CH:15]=1)([CH3:8])([CH3:7])[CH3:6] |f:0.1,3.4|. Procedure: A solution of 8 g (0.11 mol) of sodium nitrite in 25 ml of water was added dropwise to a solution of 20 g (0.11 mol) of 5-tert-butyl-2-methoxyaniline in 120 ml of water/conc. HCL (1:1) cooled to 5° C. After stirring at 5° C. for 15 min, a solution of 19.1 g (0.11 mol) of potassium iodide in 25 ml of water was added dropwise and the solution obtained was stirred at RT for 4 h. It was extracted several times with DCM, and the separated organic phase was washed with 10% strength NaHSO3 solution and... Starting materials: N1N=CC2=C1N=C1N(C2=O)CCS1 (6,7-Dihydropyrazolo[3,4-d]thiazolo[3,2-a]pyrimidin-4(1H)-one), [H-].[Na+] (sodium hydride), C(C)I (ethyl iodide), O (water). Solvent: CN(C=O)C (dimethylformamide). Conditions: time 6 hour. Yields the product C(C)N1N=CC2=C1N=C1N(C2=O)CCS1 (6,7-Dihydro-1-ethylpyrazolo[3,4-d]thiazolo[3,2-a]pyrimidin-4(1H)-one), C(C)N1N=C2N=C3N(C(C2=C1)=O)CCS3 (6,7-Dihydro-2-ethylpyrazolo[3,4-d]thiazolo[3,2-a]pyrimidin-4(2H)-one). Isolated yield 22.0%. As a reaction SMILES: [NH:1]1[C:5]2[N:6]=[C:7]3[S:13][CH2:12][CH2:11][N:8]3[C:9](=[O:10])[C:4]=2[CH:3]=[N:2]1.[H-].[Na+].[CH2:16](I)[CH3:17].O>CN(C)C=O>[CH2:16]([N:1]1[C:5]2[N:6]=[C:7]3[S:13][CH2:12][CH2:11][N:8]3[C:9](=[O:10])[C:4]=2[CH:3]=[N:2]1)[CH3:17].[CH2:16]([N:2]1[CH:3]=[C:4]2[C:5]([N:6]=[C:7]3[S:13][CH2:12][CH2:11][N:8]3[C:9]2=[O:10])=[N:1]1)[CH3:17] |f:1.2|. Procedure details: In 40 ml of dimethylformamide was dissolved 2.07 g (10.7 mmol) of Compound 1 prepared in Example 1, and 0.77 g (19.3 mmol) of sodium hydride (60%) and 2.56 ml (32.0 mmol) of ethyl iodide were added to the solution, followed by stirring at room temperature for 6 hours. After addition of water and evaporation of the solvent, the residue was subjected to partition between chloroform and water, and the chloroform layer was concentrated to dryness under reduced pressure. The residue was subjected to ... RXN SMILES: [F:1][C:2]1[CH:7]=[CH:6][C:5]([C:8]2[CH2:9][CH2:10][N:11]([CH2:14][CH2:15][CH3:16])[CH2:12][CH:13]=2)=[CH:4][C:3]=1[C:17]([F:20])([F:19])[F:18].Cl>>[F:1][C:2]1[CH:7]=[CH:6][C:5]([CH:8]2[CH2:13][CH2:12][N:11]([CH2:14][CH2:15][CH3:16])[CH2:10][CH2:9]2)=[CH:4][C:3]=1[C:17]([F:20])([F:18])[F:19]. Yields the product FC1=C(C=C(C=C1)C1CCN(CC1)CCC)C(F)(F)F (4-(4-Fluoro-3-trifluoromethylphenyl)-1-propyl-piperidine). Starting materials: FC1=C(C=C(C=C1)C=1CCN(CC1)CCC)C(F)(F)F (4-(4-Fluoro-3-trifluoromethylphenyl)-1-propyl-1,2,3,6-tetrahydropyridine), ( 7 ), ( 13 ), Cl (HCl), ( 15 ). Reported procedure: Beginning with 4-(4-Fluoro-3-trifluoromethylphenyl)-1-propyl-1,2,3,6-tetrahydropyridine, the titled compound was recovered by the procedure described in Preparation 6: m.p. 195-197° C. (HCl), MS m/z (rel. intensity, 70 eV)) 289 (M+, 4), 261 (15), 260 (bp), 177 (7), 70 (13). Reactants: [Mg] (magnesium), C(C)(=O)OCC (ethyl acetate), Cl (hydrochloric acid), C1(CC1)C(=CC=CC1=CC(=C(C=C1)F)OC1=CC=CC=C1)C1=CC=C(C=C1)OC(F)(F)F (1-cyclopropyl-1-(4-trifluoromethoxyphenyl)-4-(4-fluoro-3-phenoxyphenyl)-1,3-butadiene). Solvent: CO (methanol). Yields the product C1(CC1)C(C=CCC1=CC(=C(C=C1)F)OC1=CC=CC=C1)C1=CC=C(C=C1)OC(F)(F)F (1-cyclopropyl-1-(4-trifluoromethoxyphenyl)-4-(4-fluoro-3-phenoxyphenyl)-2-butene). The yield is 83.1%. Reaction SMILES: [Mg].[CH:2]1([C:5]([C:23]2[CH:28]=[CH:27][C:26]([O:29][C:30]([F:33])([F:32])[F:31])=[CH:25][CH:24]=2)=[CH:6][CH:7]=[CH:8][C:9]2[CH:14]=[CH:13][C:12]([F:15])=[C:11]([O:16][C:17]3[CH:22]=[CH:21][CH:20]=[CH:19][CH:18]=3)[CH:10]=2)[CH2:4][CH2:3]1.C(OCC)(=O)C.Cl>CO>[CH:2]1([CH:5]([C:23]2[CH:24]=[CH:25][C:26]([O:29][C:30]([F:33])([F:31])[F:32])=[CH:27][CH:28]=2)[CH:6]=[CH:7][CH2:8][C:9]2[CH:14]=[CH:13][C:12]([F:15])=[C:11]([O:16][C:17]3[CH:22]=[CH:21][CH:20]=[CH:19][CH:18]=3)[CH:10]=2)[CH2:4][CH2:3]1. Procedure: A stirred mixture of 1.64 grams (0.068 mole) of magnesium turnings in 200 mL of methanol was warmed to reflux, and a solution of 3.0 grams (0.0068 mole) of 1-cyclopropyl-1-(4-trifluoromethoxyphenyl)-4-(4-fluoro-3-phenoxyphenyl)-1,3-butadiene was added dropwise. Upon completion of addition the reaction mixture was heated at reflux for one hour. The reaction mixture was cooled and stirred with ethyl acetate and aqueous 3N hydrochloric acid. The mixture was filtered, the organic layer was separated... Starting materials: C=CCC1([N+](=O)[O-])CCCCC1, ClCCl, O=C(OO)c1cccc(Cl)c1. Yields the product O=[N+]([O-])C1(CC2CO2)CCCCC1. Reaction SMILES: [CH2:12]([CH:13]=[CH2:14])[C:15]1([N+:21](=[O:22])[O-:23])[CH2:16][CH2:17][CH2:18][CH2:19][CH2:20]1.[Cl:24][CH2:25][Cl:26].[OH:1][O:2][C:3]([c:4]1[cH:5][c:6]([Cl:7])[cH:8][cH:9][cH:10]1)=[O:11]>>[O:1]1[CH:13]([CH2:12][C:15]2([N+:21](=[O:22])[O-:23])[CH2:16][CH2:17][CH2:18][CH2:19][CH2:20]2)[CH2:14]1. Yields the product C(C)(C)(C)OC(=O)N1C[C@@H](CC1)CC(NC1=CC(=CC(=C1)S(=O)(=O)C)NC1=NC=2N(CC(N(C2C=N1)C)=O)C(C)C)=O ((S)-3-[[3-(8-isopropyl-5-methyl-6-oxo-5,6,7,8-tetrahydro-pteridin-2-ylamino)-5-(methylsulfonyl)-phenylcarbamoyl]-methyl]-pyrrolidine-1-carboxylic acid tert-butyl ester). The yield is 82.0%. Reactants: C(C)(C)(C)OC(=O)N1C[C@@H](CC1)CC(=O)O ((S)-3-carboxymethyl-pyrrolidine-1-carboxylic acid tert butyl ester), NC=1C=C(C=C(C1)S(=O)(=O)C)NC1=NC=2N(CC(N(C2C=N1)C)=O)C(C)C (2-(3-Amino-5-(methylsulfonyl)-phenylamino)-8-isopropyl-5-methyl-7,8-dihydro-5H-pteridin-6-one). Procedure: The (S)-enantiomer was prepared with the same procedure used for the (R)-enantiomer and described in Scheme 12 starting from (S)-3-carboxymethyl-pyrrolidine-1-carboxylic acid tert butyl ester (132 mg; 0.576 mmol) and 2-(3-Amino-5-(methylsulfonyl)-phenylamino)-8-isopropyl-5-methyl-7,8-dihydro-5H-pteridin-6-one (150 mg; 0.384 mmol), 190 mg (0.316 mmol; 82% yield) of product were obtained. Reaction SMILES: [C:1]([O:5][C:6]([N:8]1[CH2:12][CH2:11][C@@H:10]([CH2:13][C:14]([OH:16])=O)[CH2:9]1)=[O:7])([CH3:4])([CH3:3])[CH3:2].[NH2:17][C:18]1[CH:19]=[C:20]([NH:28][C:29]2[N:38]=[CH:37][C:36]3[N:35]([CH3:39])[C:34](=[O:40])[CH2:33][N:32]([CH:41]([CH3:43])[CH3:42])[C:31]=3[N:30]=2)[CH:21]=[C:22]([S:24]([CH3:27])(=[O:26])=[O:25])[CH:23]=1>>[C:1]([O:5][C:6]([N:8]1[CH2:12][CH2:11][C@@H:10]([CH2:13][C:14](=[O:16])[NH:17][C:18]2[CH:23]=[C:22]([S:24]([CH3:27])(=[O:25])=[O:26])[CH:21]=[C:20]([NH:28][C:29]3[N:38]=[CH:37][C:36]4[N:35]([CH3:39])[C:34](=[O:40])[CH2:33][N:32]([CH:41]([CH3:43])[CH3:42])[C:31]=4[N:30]=3)[CH:19]=2)[CH2:9]1)=[O:7])([CH3:2])([CH3:3])[CH3:4].